From a dataset of the Open Reaction Database (ORD), a public repository of structured organic reaction records. describe an organic reaction: reactants, conditions, products, and yield The reactants are OC1=CC=C(C=C1)C1C(C1)C(=O)OCC (ethyl 2-(4-hydroxyphenyl)cyclopropanecarboxylate), BrCC1=CC=C(OC\C(=N/OC)\C2=CC=C(C#N)C=C2)C=C1 (4-{(1Z)-2-[4-(bromomethyl) phenoxy]-N-methoxyethanimidoyl}benzonitrile). Product: C(#N)C1=CC=C(C=C1)/C(/COC1=CC=C(COC2=CC=C(C=C2)C2C(C2)C(=O)O)C=C1)=N/OC (2-{4-[(4-{[(2Z)-2-(4-Cyanophenyl)-2-(methoxyimino)ethyl]oxy}benzyl)oxy]phenyl}cyclopropanecarboxylic acid). As a reaction SMILES: [OH:1][C:2]1[CH:7]=[CH:6][C:5]([CH:8]2[CH2:10][CH:9]2[C:11]([O:13]CC)=[O:12])=[CH:4][CH:3]=1.Br[CH2:17][C:18]1[CH:37]=[CH:36][C:21]([O:22][CH2:23]/[C:24](/[C:28]2[CH:35]=[CH:34][C:31]([C:32]#[N:33])=[CH:30][CH:29]=2)=[N:25]\[O:26][CH3:27])=[CH:20][CH:19]=1>>[C:32]([C:31]1[CH:30]=[CH:29][C:28](/[C:24](=[N:25]/[O:26][CH3:27])/[CH2:23][O:22][C:21]2[CH:36]=[CH:37][C:18]([CH2:17][O:1][C:2]3[CH:3]=[CH:4][C:5]([CH:8]4[CH2:10][CH:9]4[C:11]([OH:13])=[O:12])=[CH:6][CH:7]=3)=[CH:19][CH:20]=2)=[CH:35][CH:34]=1)#[N:33]. Procedure details: Compound 45 was prepared from ethyl 2-(4-hydroxyphenyl)cyclopropanecarboxylate (0.1 g, 0.48 mmol), and 4-{(1Z)-2-[4-(bromomethyl) phenoxy]-N-methoxyethanimidoyl}benzonitrile (0.175 g, 0.48 mmol) by following the procedure described in scheme 17. Starting materials: [BH4-].[Na+] (sodium borohydride), ClC1=CC=C(C=C1)N1C(C(CC1)C(=O)OCC)=O (1-(4-chlorophenyl)-3-ethoxycarbonyl-2-pyrrolidinone), [Cl-].[Ca+2].[Cl-] (calcium chloride). Run in CO (methanol). Yields the product ClC1=CC=C(C=C1)N1C(C(CC1)CO)=O (1-(4-chlorophenyl)-3-hydroxymethyl-2-pyrrolidinone). Isolated yield 92.1%. As a reaction SMILES: [BH4-].[Na+].[Cl:3][C:4]1[CH:9]=[CH:8][C:7]([N:10]2[CH2:14][CH2:13][CH:12]([C:15](OCC)=[O:16])[C:11]2=[O:20])=[CH:6][CH:5]=1.[Cl-].[Ca+2].[Cl-]>CO>[Cl:3][C:4]1[CH:9]=[CH:8][C:7]([N:10]2[CH2:14][CH2:13][CH:12]([CH2:15][OH:16])[C:11]2=[O:20])=[CH:6][CH:5]=1 |f:0.1,3.4.5|. Procedure details: Under ice-cooling, 3.9 g of sodium borohydride was added portionwise to a solution of 30.0 g of 1-(4-chlorophenyl)-3-ethoxycarbonyl-2-pyrrolidinone and 15 g of anhydrous calcium chloride in 150 mL of methanol. After completion of the reaction, the mixture was concentrated, and water and ethyl acetate were added. The mixture was acidified with diluted hydrochloric acid. After separation, the organic layer was washed with water, dried over anhydrous magnesium sulfate and concentrated. The residue ... Reactants: solution, N(CC(=O)O)C(CO)(CO)CO.[OH-].[Na+] (tricine NaOH), [Mg+2].[Cl-].[Cl-] (MgCl2), CC1=C(SC=[N+]1CC2=CN=C(N=C2N)C)CCOP(=O)(O)OP(=O)(O)O.[Cl-] (thiamine pyrophosphate), flavin adenine dinucleotide. Product: CC(C(=O)O)OC(=O)C (α-acetolactate), O=C(C(=O)[O-])CC (α-ketobutyrate). Reaction SMILES: N([C:6]([CH2:11][OH:12])([CH2:9]O)CO)[CH2:2][C:3]([OH:5])=[O:4].[OH-:13].[Na+].[Mg+2].[Cl-].[Cl-].CC1[N+](CC2C(N)=NC(C)=NC=2)=CS[C:20]=1[CH2:33][CH2:34][O:35]P(OP(O)(O)=O)(O)=O.[Cl-]>>[CH3:20][CH:33]([O:5][C:3]([CH3:2])=[O:4])[C:34]([OH:35])=[O:13].[O:12]=[C:11]([CH2:6][CH3:9])[C:34]([O-:35])=[O:13] |f:0.1.2,3.4.5,6.7|. Procedure details: To a 1 ml solution containing 0.1 M tricine-NaOH, pH 8, 10 mM MgCl2, 0.1 mM thiamine pyrophosphate, and 0.1 mM flavin adenine dinucleotide were added various concentrations of pyruvate (10 μM to 10 mM), α-keto-butyrate (10 μM to 80 mM), or acetolactate (0.15 to 5.5 mM). After allowing the solution to equilibrate with air (21 % O2), the level of dissolved oxygen was monitored by use of a commercially available oxygen-sensitive electrode (Hansatech) and polarographic electronics as described by Sw... The reactants are O=C([O-])[O-], CI, CN(C)C=O, O=Cc1ccc(O)cc1Cl, [K+], [K+], O. Yields the product COc1ccc(C=O)c(Cl)c1. Reaction SMILES: [C:11](=[O:12])([O-:13])[O-:14].[CH3:17][I:18].[CH3:20][N:21]([CH3:22])[CH:23]=[O:24].[Cl:1][c:2]1[c:3]([CH:4]=[O:5])[cH:6][cH:7][c:8]([OH:10])[cH:9]1.[K+:15].[K+:16].[OH2:19]>>[Cl:1][c:2]1[c:3]([CH:4]=[O:5])[cH:6][cH:7][c:8]([O:10][CH3:11])[cH:9]1. Reactants: CS(=O)(=O)Cl, CN(C)C=O, Cc1c[nH]c2c1C(=O)CC(c1cccs1)C2, [H-], [Na+]. The product is Cc1cn(S(C)(=O)=O)c2c1C(=O)CC(c1cccs1)C2. As a reaction SMILES: [CH3:19][S:20](=[O:21])(=[O:22])[Cl:23].[CH3:24][N:25]([CH3:26])[CH:27]=[O:28].[CH3:3][c:4]1[cH:5][nH:6][c:7]2[c:12]1[C:11](=[O:13])[CH2:10][CH:9]([c:14]1[s:15][cH:16][cH:17][cH:18]1)[CH2:8]2.[H-:1].[Na+:2]>>[CH3:3][c:4]1[cH:5][n:6]([S:20]([CH3:19])(=[O:21])=[O:22])[c:7]2[c:12]1[C:11](=[O:13])[CH2:10][CH:9]([c:14]1[s:15][cH:16][cH:17][cH:18]1)[CH2:8]2. Reactants: N1CCCC1 (pyrrolidine), C(C)(=O)[O-].[NH4+] (Ammonium acetate), FC(OC=1C=C(C=O)C=CC1)(F)F (3-(trifluoromethoxy)benzaldehyde), C1(CC(CCC1)=O)=O (1,3-cyclohexanedione). The solvent is C(C)(=O)O (acetic acid), CC(=O)C (acetone), O (water), C(C)O (ethanol), C(C)O (ethanol). Yields the product FC(OC=1C=C(C=CC1)C1C=C(NC=2CCCC(C12)=O)C)(F)F (4-(3-Trifluoromethoxyphenyl)-2-methyl-4,6,7,8-tetrahydro-5(1H)-quinolone). Yield: 13.9%. As a reaction SMILES: [F:1][C:2]([F:13])([F:12])[O:3][C:4]1[CH:5]=[C:6]([CH:9]=[CH:10][CH:11]=1)[CH:7]=O.[C:14]1(=[O:21])[CH2:19][CH2:18][CH2:17][C:16](=O)[CH2:15]1.[C:22]([O-])(=O)C.[NH4+].[NH:27]1[CH2:31][CH2:30]CC1>C(O)C.O.C(O)(=O)C.CC(C)=O>[F:1][C:2]([F:13])([F:12])[O:3][C:4]1[CH:5]=[C:6]([CH:7]2[C:15]3[C:14](=[O:21])[CH2:19][CH2:18][CH2:17][C:16]=3[NH:27][C:31]([CH3:30])=[CH:22]2)[CH:9]=[CH:10][CH:11]=1 |f:2.3|. Procedure: A solution of 3-(trifluoromethoxy)benzaldehyde (10.00 g) and 1,3-cyclohexanedione (5.90 g) in ethanol (50 mL) was stirred at reflux for 3 hours. Ammonium acetate (6.09 g) and acetone (3.67 g) were added to the cooled mixture, followed by a solution of acetic acid (3.79 g) and pyrrolidine (4.49 g) in ethanol (15 mL). The mixture was stirred at reflux overnight, poured into water and extracted with ethyl acetate (2×200 mL). The combined organics were dried and concentrated to an oil which was puri...